This data is from the Open Reaction Database (ORD), a public repository of structured organic reaction records. The task is: describe an organic reaction: reactants, conditions, products, and yield The reactants are ice water, C1(=CC=C(C=C1)S(=O)(=O)Cl)C (p-toluenesulfonyl chloride), ClC=1C(=CC2=C(C(CCO2)=NO)C1)Cl (6,7-dichloro-2,3-dihydro-4-(hydroxyimino)-4H-1-benzopyran). Solvent: N1=CC=CC=C1 (pyridine), N1=CC=CC=C1 (pyridine). Conditions: time 20 hour. The product is ClC=1C(=CC2=C(C(CCO2)=NOS(=O)(=O)C2=CC=C(C=C2)C)C1)Cl (6,7-Dichloro-2,3-dihydro-4-[(4-methylphenyl)sulfonyloximino]-4H-1-benzopyran). Reaction SMILES: [C:1]1([CH3:11])[CH:6]=[CH:5][C:4]([S:7](Cl)(=[O:9])=[O:8])=[CH:3][CH:2]=1.[Cl:12][C:13]1[C:14]([Cl:25])=[CH:15][C:16]2[O:21][CH2:20][CH2:19][C:18](=[N:22][OH:23])[C:17]=2[CH:24]=1>N1C=CC=CC=1>[Cl:12][C:13]1[C:14]([Cl:25])=[CH:15][C:16]2[O:21][CH2:20][CH2:19][C:18](=[N:22][O:23][S:7]([C:4]3[CH:5]=[CH:6][C:1]([CH3:11])=[CH:2][CH:3]=3)(=[O:9])=[O:8])[C:17]=2[CH:24]=1. Reported procedure: A solution of p-toluenesulfonyl chloride (103 g) in 125 ml pyridine was added dropwise at 5°-10° to 6,7-dichloro-2,3-dihydro-4-(hydroxyimino)-4H-1-benzopyran (62.5 g) in 250 ml pyridine. The reaction mixture was then stirred for 20 hours at room temperature, poured into ice-water to separate out the title compound, which was filtered, washed several times with water, then once with ether, and finally dried in air. Yield: 101.8 g; m.p. 180°-184°. Starting materials: CC1=CC=C(C=C1)C(CCCCCC)=O (1-(4-methylphenyl)-1-heptanone), C1(=CC=C(C=C1)S(=O)(=O)O)C (p-toluenesulfonic acid), C(CO)O (ethylene glycol). The solvent is C1(=CC=CC=C1)C (toluene). Yields the product C(CCCCC)C1(OCCO1)C1=CC=C(C=C1)C (2-hexyl-2-(4-methylphenyl)-1,3-dioxolane). Yield: 66.6%. Reaction SMILES: [CH3:1][C:2]1[CH:7]=[CH:6][C:5]([C:8](=[O:15])[CH2:9][CH2:10][CH2:11][CH2:12][CH2:13][CH3:14])=[CH:4][CH:3]=1.C1(C)C=CC(S(O)(=O)=O)=CC=1.[CH2:27](O)[CH2:28][OH:29]>C1(C)C=CC=CC=1>[CH2:9]([C:8]1([C:5]2[CH:6]=[CH:7][C:2]([CH3:1])=[CH:3][CH:4]=2)[O:29][CH2:28][CH2:27][O:15]1)[CH2:10][CH2:11][CH2:12][CH2:13][CH3:14]. Procedure details: A mixture of 1-(4-methylphenyl)-1-heptanone (200 mg, 0.980 mmol), p-toluenesulfonic acid (17 mg, 0.098 mmol) and ethylene glycol (0.16 mL, 2.9 mmol) in dry toluene (10 mL) was heated at reflux with a Dean-Stark apparatus under nitrogen for 24 h. The mixture was allowed to cool to room temperature and the solvent was evaporated in vacuo. The residue was taken up in ether (20 mL) and the solution was washed with saturated sodium carbonate solution (2×10 mL) and brine (1×10 mL), then dried (Na2SO4)...